This data is from the Open Reaction Database (ORD), a public repository of structured organic reaction records. The task is: describe an organic reaction: reactants, conditions, products, and yield Starting materials: C(=O)(O)[O-].[Na+] (NaHCO3), [BH4-].[Na+] (Sodium borohydride), ClC1=NC2=CC(=C(C=C2C(=N1)Cl)OC)OC (2,4-dichloro-6,7-dimethoxyquinazoline), Cl (HCl). Run in CCO.C(Cl)Cl (EtOH CH2Cl2). Reaction conditions: temperature 25 celsius, time 12 hour. Product: ClC1=NC2=CC(=C(C=C2C=N1)OC)OC (2-Chloro-6,7-dimethoxyquinazoline). Yield: 36.7%. RXN SMILES: [BH4-].[Na+].[Cl:3][C:4]1[N:13]=[C:12](Cl)[C:11]2[C:6](=[CH:7][C:8]([O:17][CH3:18])=[C:9]([O:15][CH3:16])[CH:10]=2)[N:5]=1.Cl.C([O-])(O)=O.[Na+]>CCO.C(Cl)Cl>[Cl:3][C:4]1[N:13]=[CH:12][C:11]2[C:6](=[CH:7][C:8]([O:17][CH3:18])=[C:9]([O:15][CH3:16])[CH:10]=2)[N:5]=1 |f:0.1,4.5,6.7|. Procedure details: Sodium borohydride (0.23 g, 6.1 mmole) was added to a solution of 2,4-dichloro-6,7-dimethoxyquinazoline (1.0 g, 4 mmol) in EtOH/CH2Cl2 (40 mL; 1:1; v/v) at 25° C. The mixture was stirred at 25° C. for 12 h then was poured into cold HCl aqueous solution (0.4 M, 200 mL). The resulting mixture was basicified with saturated NaHCO3 (aq) and then extracted with EtOAc (3×100 mL). The combined organic layers were dried (Na2SO4), filtered, and concentrated in vacuo to give a yellowish white solid reside.... Reactants: O[C@H](C(=O)O)C(C)C ((S)-2-hydroxy-3-methylbutyric acid), ice water, C([O-])([O-])=O.[Cs+].[Cs+] (cesium carbonate), COC1=CC=C(CCl)C=C1 (para-methoxybenzyl chloride). Solvent: CN(C)C=O (DMF). The product is O[C@H](C(=O)OCC1=CC=C(C=C1)OC)C(C)C ((S)-2-Hydroxy-3-methylbutyric acid, para-methoxybenzyl ester). RXN SMILES: [OH:1][C@@H:2]([CH:6]([CH3:8])[CH3:7])[C:3]([OH:5])=[O:4].C(=O)([O-])[O-].[Cs+].[Cs+].[CH3:15][O:16][C:17]1[CH:24]=[CH:23][C:20]([CH2:21]Cl)=[CH:19][CH:18]=1>CN(C=O)C>[OH:1][C@@H:2]([CH:6]([CH3:8])[CH3:7])[C:3]([O:5][CH2:21][C:20]1[CH:23]=[CH:24][C:17]([O:16][CH3:15])=[CH:18][CH:19]=1)=[O:4] |f:1.2.3|. Procedure: The title compound was prepared by reacting 14.652 g of (S)-2-hydroxy-3-methylbutyric acid with 21.21 g cesium carbonate and 20.396 of para-methoxybenzyl chloride in 300 mL of DMF at room temperature for 40 hours. The reaction mixture was poured into 400 mL of ice water, extracted with 5×150 mL ether, and the combined ether solution was washed with 5×100 mL water and 100 mL saturated brine. After drying over Na2SO4 and filtration, the filtrate was concentrated under reduced pressure to give 30.6... Starting materials: ClC1=CC=C(C=C1)NC=1C(=CC(=CC1)C)N (N-(4-chlorophenyl)-4-methylbenzene-1,2-diamine), C(C(=O)C)(=O)OCC (ethyl pyruvate). Product: ClC1=CC=C(C=C1)N1C(C(=NC2=CC(=CC=C12)C)C)=O (1-(4-Chlorophenyl)-1,2-dihydro-3,6-dimethylquinoxalin-2-one). RXN SMILES: [Cl:1][C:2]1[CH:7]=[CH:6][C:5]([NH:8][C:9]2[C:10]([NH2:16])=[CH:11][C:12]([CH3:15])=[CH:13][CH:14]=2)=[CH:4][CH:3]=1.[C:17](OCC)(=[O:21])[C:18]([CH3:20])=O>>[Cl:1][C:2]1[CH:7]=[CH:6][C:5]([N:8]2[C:9]3[C:10](=[CH:11][C:12]([CH3:15])=[CH:13][CH:14]=3)[N:16]=[C:18]([CH3:20])[C:17]2=[O:21])=[CH:4][CH:3]=1. Reported procedure: Preparation as in Example 1 but using N-(4-chlorophenyl)-4-methylbenzene-1,2-diamine and ethyl pyruvate gave the title compound mp 223°-225° C. Product: OC=1C=C(C=CC1O)C=1N=C(SC1)C1(CC1)C1=CC=CC=C1 (4-(3,4-dihydroxyphenyl)-2-(1-phenylcyclopropyl)-1,3-thiazole). Procedure: 4-(1,3-benzodioxol-5-yl)-2-(1-phenylcyclopropyl)-1,3-thiazole (3-1 [synthesized by the method described in Scheme 1], 0.04 g, 0.121 mmol) in methylene chloride (5.0 mL) was cooled to −78° C. and treated with BBr3 (1.0M solution in methylene chloride, 0.60 mL, 0.60 mmol). The reaction stirred 12 h at −78° C. and was subjected directly to reverse phase HPLC (C-8, 5-95% MeOH—H2O w/0.1% TFA) to provide pure 4-(3,4-dihydroxyphenyl)-2-(1-phenylcyclopropyl)-1,3-thiazole (3-2). 1H NMR (300 MHz, CDCl3) δ... Reaction SMILES: [O:1]1[C:5]2[CH:6]=[CH:7][C:8]([C:10]3[N:11]=[C:12]([C:15]4([C:18]5[CH:23]=[CH:22][CH:21]=[CH:20][CH:19]=5)[CH2:17][CH2:16]4)[S:13][CH:14]=3)=[CH:9][C:4]=2[O:3]C1.B(Br)(Br)Br.CO.O.C(O)(C(F)(F)F)=O>C(Cl)Cl>[OH:3][C:4]1[CH:9]=[C:8]([C:10]2[N:11]=[C:12]([C:15]3([C:18]4[CH:19]=[CH:20][CH:21]=[CH:22][CH:23]=4)[CH2:16][CH2:17]3)[S:13][CH:14]=2)[CH:7]=[CH:6][C:5]=1[OH:1] |f:2.3|. Solvent: C(Cl)Cl (methylene chloride). Conditions: temperature -78 celsius, time 12 hour. Starting materials: O1COC2=C1C=CC(=C2)C=2N=C(SC2)C2(CC2)C2=CC=CC=C2 (4-(1,3-benzodioxol-5-yl)-2-(1-phenylcyclopropyl)-1,3-thiazole), C(=O)(C(F)(F)F)O (TFA), B(Br)(Br)Br (BBr3), CO.O (MeOH—H2O). The reactants are CCCCCC(=O)Cl, CO, C[Si](C)(C)Cl, C1CCC2=NCCCN2CC1, O, Nc1nc2c(ncn2CCC(CO)CO)c(=O)[nH]1, c1ccncc1. Product: CCCCCC(=O)Nc1nc2c(ncn2CCC(CO)CO)c(=O)[nH]1. As a reaction SMILES: [C:24]([CH2:25][CH2:26][CH2:27][CH2:28][CH3:29])(=[O:30])[Cl:31].[CH3:50][OH:51].[Cl:19][Si:20]([CH3:21])([CH3:22])[CH3:23].[N:32]12[CH2:33][CH2:34][CH2:35][N:36]=[C:37]1[CH2:38][CH2:39][CH2:40][CH2:41][CH2:42]2.[OH2:49].[OH:1][CH2:2][CH:3]([CH2:4][CH2:5][n:6]1[c:7]2[n:8][c:9]([NH2:16])[nH:10][c:11](=[O:15])[c:12]2[n:13][cH:14]1)[CH2:17][OH:18].[cH:43]1[cH:44][cH:45][n:46][cH:47][cH:48]1>>[OH:1][CH2:2][CH:3]([CH2:4][CH2:5][n:6]1[c:7]2[n:8][c:9]([NH:16][C:24]([CH2:25][CH2:26][CH2:27][CH2:28][CH3:29])=[O:30])[nH:10][c:11](=[O:15])[c:12]2[n:13][cH:14]1)[CH2:17][OH:18].